From a dataset of the Open Reaction Database (ORD), a public repository of structured organic reaction records. describe an organic reaction: reactants, conditions, products, and yield Reactants: O=C(CCCCCl)c1ccc(C(F)(F)F)cc1, O=C(Nc1cccc(C2CCNCC2)c1)C1CC1. The product is O=C(CCCCN1CCC(c2cccc(NC(=O)C3CC3)c2)CC1)c1ccc(C(F)(F)F)cc1. Reaction SMILES: [Cl:1][CH2:2][CH2:3][CH2:4][CH2:5][C:6](=[O:7])[c:8]1[cH:9][cH:10][c:11]([C:14]([F:15])([F:16])[F:17])[cH:12][cH:13]1.[NH:18]1[CH2:19][CH2:20][CH:21]([c:24]2[cH:25][c:26]([NH:30][C:31](=[O:32])[CH:33]3[CH2:34][CH2:35]3)[cH:27][cH:28][cH:29]2)[CH2:22][CH2:23]1>>[CH2:2]([CH2:3][CH2:4][CH2:5][C:6](=[O:7])[c:8]1[cH:9][cH:10][c:11]([C:14]([F:15])([F:16])[F:17])[cH:12][cH:13]1)[N:18]1[CH2:19][CH2:20][CH:21]([c:24]2[cH:25][c:26]([NH:30][C:31](=[O:32])[CH:33]3[CH2:34][CH2:35]3)[cH:27][cH:28][cH:29]2)[CH2:22][CH2:23]1. Reactants: NC=1C=CC=C(C1C(=O)N)OC (6-amino-o-anisamide), [H-].[Na+] (NaH), CI (methyliodide). The solvent is CN(C=O)C (dimethylformamide). Conditions: temperature 3 celsius, time 2 hour. The product is NC=1C=CC=C(C1C(=O)NC)OC (6-amino-N-methyl-o-anisamide). Isolated yield 8.3%. RXN SMILES: [NH2:1][C:2]1[CH:3]=[CH:4][CH:5]=[C:6]([O:11][CH3:12])[C:7]=1[C:8]([NH2:10])=[O:9].[H-].[Na+].[CH3:15]I>CN(C)C=O>[NH2:1][C:2]1[CH:3]=[CH:4][CH:5]=[C:6]([O:11][CH3:12])[C:7]=1[C:8]([NH:10][CH3:15])=[O:9] |f:1.2|. Procedure: Slow addition of 4.98 g. (0.03 mole) of 6-amino-o-anisamide to a mixture of 57% NaH (1.32 g., 0.0315 mole) in 50 ml. dimethylformamide was carried out at room temperature. After the evolution of H2 ceased, the mixture was cooled to 3° C. and 2.06 ml. (0.033 mole) of methyliodide was slowly added at 3°-5° C. The temperature was allowed to go up to room temperature and stir for 2 hours. The mixture was concentrated, the residue extracted into ethyl acetate-water, the mixture was basified, and the ...